Dataset: the Open Reaction Database (ORD), a public repository of structured organic reaction records. Task: describe an organic reaction: reactants, conditions, products, and yield Reactants: Fc1cccc(F)c1OCCCBr, CC(C)(C)OC(=O)N1CCC(c2ccc(O)cc2)C(O)C1. Product: CC(C)(C)OC(=O)N1CCC(c2ccc(OCCCOc3c(F)cccc3F)cc2)C(O)C1. RXN SMILES: [Br:22][CH2:23][CH2:24][CH2:25][O:26][c:27]1[c:28]([F:34])[cH:29][cH:30][cH:31][c:32]1[F:33].[OH:1][CH:2]1[CH2:3][N:4]([C:15](=[O:16])[O:17][C:18]([CH3:19])([CH3:20])[CH3:21])[CH2:5][CH2:6][CH:7]1[c:8]1[cH:9][cH:10][c:11]([OH:14])[cH:12][cH:13]1>>[OH:1][CH:2]1[CH2:3][N:4]([C:15](=[O:16])[O:17][C:18]([CH3:19])([CH3:20])[CH3:21])[CH2:5][CH2:6][CH:7]1[c:8]1[cH:9][cH:10][c:11]([O:14][CH2:23][CH2:24][CH2:25][O:26][c:27]2[c:28]([F:34])[cH:29][cH:30][cH:31][c:32]2[F:33])[cH:12][cH:13]1.